Dataset: the Open Reaction Database (ORD), a public repository of structured organic reaction records. Task: describe an organic reaction: reactants, conditions, products, and yield The reactants are C1(OCCC2=CC=CC=C12)CCO (2-(isochroman-1-yl)ethanol), N1(CCNCC1)C1=CC=C(C=C1)S(=O)(=O)N (4-(piperazin-1-yl)benzenesulfonamide). Yields the product [C@@H]1(OCCC2=CC=CC=C12)CCN1CCN(CC1)C1=CC=C(C=C1)S(=O)(=O)N ((R)-(+)-4-[4-[2-(Isochroman-1-yl)ethyl]piperazin-1-yl]benzenesulfonamide). RXN SMILES: [CH:1]1([CH2:11][CH2:12]O)[C:10]2[C:5](=[CH:6][CH:7]=[CH:8][CH:9]=2)[CH2:4][CH2:3][O:2]1.[N:14]1([C:20]2[CH:25]=[CH:24][C:23]([S:26]([NH2:29])(=[O:28])=[O:27])=[CH:22][CH:21]=2)[CH2:19][CH2:18][NH:17][CH2:16][CH2:15]1>>[C@@H:1]1([CH2:11][CH2:12][N:17]2[CH2:18][CH2:19][N:14]([C:20]3[CH:25]=[CH:24][C:23]([S:26]([NH2:29])(=[O:28])=[O:27])=[CH:22][CH:21]=3)[CH2:15][CH2:16]2)[C:10]2[C:5](=[CH:6][CH:7]=[CH:8][CH:9]=2)[CH2:4][CH2:3][O:2]1. Reported procedure: Following the general procedure of EXAMPLE 49 and making non-critical variations 2-(isochroman-1-yl)ethanol (LXXIX, (+)-enantiomer, 0.6045 g) and 4-(piperazin-1-yl)benzenesulfonamide (IV, 0.9824 g) are combined to give the title compound, mp 189-190°; MS (m/z) 401; [α]D +48 (c 0.877, DMF); IR (mineral oil) 1662, 1594, 1150, 1101, 614 cm-1. Reactants: C(C)NC1=NC(=NC=C1C=O)SC (4-ethylamino-2-methylsulfanyl-pyrimidine-5-carbaldehyde), COC=1C=C(N)C=C(C1)OC (3,5-dimethoxyaniline). The solvent is C(C)(=O)O (acetic acid). Conditions: time 24 hour. Yields the product COC=1C=C(C=C(C1)OC)N=CC=1C(=NC(=NC1)SC)NCC ({5-[(3,5-Dimethoxy-phenylimino)-methyl]-2-methylsulfanyl-pyrimidin-4-yl}-ethyl-amine). The yield is 92.0%. Reaction SMILES: [CH2:1]([NH:3][C:4]1[C:9]([CH:10]=O)=[CH:8][N:7]=[C:6]([S:12][CH3:13])[N:5]=1)[CH3:2].[CH3:14][O:15][C:16]1[CH:17]=[C:18]([CH:20]=[C:21]([O:23][CH3:24])[CH:22]=1)[NH2:19]>C(O)(=O)C>[CH3:24][O:23][C:21]1[CH:20]=[C:18]([N:19]=[CH:10][C:9]2[C:4]([NH:3][CH2:1][CH3:2])=[N:5][C:6]([S:12][CH3:13])=[N:7][CH:8]=2)[CH:17]=[C:16]([O:15][CH3:14])[CH:22]=1. Procedure: To a stirred suspension of 4-ethylamino-2-methylsulfanyl-pyrimidine-5-carbaldehyde (5.0 g, 25.09 mmol, made by the method described in J. Med. Chem., 1998; 41(17):3276-3292) and 3,5-dimethoxyaniline (3.84 g, 25.09 mmol) water (190 mL) was added glacial acetic acid (5 mL). The reaction mixture was stirred at ambient temperature for 24 hours and the suspension filtered. The insoluble product was dried on the filter to afford 7.79 g (92%) of the titled compound: mp 100-105° C. Starting materials: C(C)OC(=O)N1CCN(CC1)C([C@H](CCC(=O)OC(C)(C)C)NC(=O)C1=NC2=CC=CC=C2C(=C1)O)=O (4-{(S)-4-tert-Butoxycarbonyl-2-[(4-hydroxy-quinoline-2-carbonyl)-amino]-butyryl}-piperazine-1-carboxylic acid ethyl ester), CN(C)C=O (DMF), C([O-])([O-])=O.[Cs+].[Cs+] (cesium carbonate), C(C1=CC=CC=C1)OC(CBr)=O (Bromo-acetic acid benzyl ester). Solvent: O (water). Conditions: time 2 hour. Product: C(C)OC(=O)N1CCN(CC1)C([C@H](CCC(=O)OC(C)(C)C)NC(=O)C1=NC2=CC=CC=C2C(=C1)OCC(=O)OCC1=CC=CC=C1)=O (4-{(S)-2-[(4-Benzyloxycarbonylmethoxy-quinoline-2-carbonyl)-amino]-4-tert-butoxycarbonyl-butyryl}-piperazine-1-carboxylic acid ethyl ester). As a reaction SMILES: [CH2:1]([O:3][C:4]([N:6]1[CH2:11][CH2:10][N:9]([C:12](=[O:37])[C@@H:13]([NH:23][C:24]([C:26]2[CH:35]=[C:34]([OH:36])[C:33]3[C:28](=[CH:29][CH:30]=[CH:31][CH:32]=3)[N:27]=2)=[O:25])[CH2:14][CH2:15][C:16]([O:18][C:19]([CH3:22])([CH3:21])[CH3:20])=[O:17])[CH2:8][CH2:7]1)=[O:5])[CH3:2].CN(C=O)C.C(=O)([O-])[O-].[Cs+].[Cs+].[CH2:49]([O:56][C:57](=[O:60])[CH2:58]Br)[C:50]1[CH:55]=[CH:54][CH:53]=[CH:52][CH:51]=1>O>[CH2:1]([O:3][C:4]([N:6]1[CH2:7][CH2:8][N:9]([C:12](=[O:37])[C@@H:13]([NH:23][C:24]([C:26]2[CH:35]=[C:34]([O:36][CH2:58][C:57]([O:56][CH2:49][C:50]3[CH:55]=[CH:54][CH:53]=[CH:52][CH:51]=3)=[O:60])[C:33]3[C:28](=[CH:29][CH:30]=[CH:31][CH:32]=3)[N:27]=2)=[O:25])[CH2:14][CH2:15][C:16]([O:18][C:19]([CH3:22])([CH3:21])[CH3:20])=[O:17])[CH2:10][CH2:11]1)=[O:5])[CH3:2] |f:2.3.4|. Reported procedure: To a solution of 6.2 g of 4-{(S)-4-tert-Butoxycarbonyl-2-[(4-hydroxy-quinoline-2-carbonyl)-amino]-butyryl}-piperazine-1-carboxylic acid ethyl ester 80 ml of DMF, 4.3 g of cesium carbonate and 2.5 g of Bromo-acetic acid benzyl ester was added and stirred for 2 h. Then, the reaction mixture was diluted with water and extracted with ethyl acetate (3×150 ml). The combined organic phases were dried over MgSO4 and the solvents were removed under reduced pressure. The crude product was purified by chro... Reactants: C(C)(C)(C)OC(NC=1C=NC=C(C1I)C)=O ((4-Iodo-5-methyl-pyridin-3-yl)-carbamic acid tert-butyl ester), C(C)(C)(C)OC(NC(=N)C=1SC(=C(C1)S(=O)(=O)C1=C(C(=C(C=C1)O)B)O)SC)=O ({[4-(3-Boranyl-dihydroxy-benzenesulfonyl)-5-methylsulfanyl-thiophen-2-yl]-imino-methyl}-carbamic acid tert-butyl ester), C(C)O (ethanol), C1(=CC=CC=C1)C (toluene). Reagents/catalysts: C=1C=CC(=CC1)[P](C=2C=CC=CC2)(C=3C=CC=CC3)[Pd]([P](C=4C=CC=CC4)(C=5C=CC=CC5)C=6C=CC=CC6)([P](C=7C=CC=CC7)(C=8C=CC=CC8)C=9C=CC=CC9)[P](C=1C=CC=CC1)(C=1C=CC=CC1)C=1C=CC=CC1 (Pd(PPh3)4). Solvent: C(=O)([O-])[O-].[Na+].[Na+] (Na2CO3), CCOC(=O)C (EtOAc). Product: C(C)(C)(C)OC(NC(=N)C=1SC(=C(C1)S(=O)(=O)C1=CC(=CC=C1)C1=C(C=NC=C1C)N)SC)=O (({4-[3-(3-Amino-5-methyl-pyridin-4-yl)-benzenesulfonyl]-5-methylsulfanyl-thiophen-2-yl}-imino-methyl)-carbamic acid tert-butyl ester). RXN SMILES: C(OC(=O)[NH:7][C:8]1[CH:9]=[N:10][CH:11]=[C:12]([CH3:15])[C:13]=1I)(C)(C)C.[C:17]([O:21][C:22](=[O:45])[NH:23][C:24]([C:26]1[S:27][C:28]([S:43][CH3:44])=[C:29]([S:31]([C:34]2[CH:39]=[CH:38][C:37](O)=[C:36](B)[C:35]=2O)(=[O:33])=[O:32])[CH:30]=1)=[NH:25])([CH3:20])([CH3:19])[CH3:18].C(O)C.C1(C)C=CC=CC=1>C([O-])([O-])=O.[Na+].[Na+].C1C=CC([P]([Pd]([P](C2C=CC=CC=2)(C2C=CC=CC=2)C2C=CC=CC=2)([P](C2C=CC=CC=2)(C2C=CC=CC=2)C2C=CC=CC=2)[P](C2C=CC=CC=2)(C2C=CC=CC=2)C2C=CC=CC=2)(C2C=CC=CC=2)C2C=CC=CC=2)=CC=1.CCOC(C)=O>[C:17]([O:21][C:22](=[O:45])[NH:23][C:24]([C:26]1[S:27][C:28]([S:43][CH3:44])=[C:29]([S:31]([C:34]2[CH:39]=[CH:38][CH:37]=[C:36]([C:13]3[C:12]([CH3:15])=[CH:11][N:10]=[CH:9][C:8]=3[NH2:7])[CH:35]=2)(=[O:33])=[O:32])[CH:30]=1)=[NH:25])([CH3:20])([CH3:19])[CH3:18] |f:4.5.6,^1:65,67,86,105|. Procedure: (4-Iodo-5-methyl-pyridin-3-yl)-carbamic acid tert-butyl ester (106 mg, 0.32 mmol, Example 139: step b), {[4-(3-Boranyl-dihydroxy-benzenesulfonyl)-5-methylsulfanyl-thiophen-2-yl]-imino-methyl}-carbamic acid tert-butyl ester (145 mg, 0.32 mmol, Example 140: step a) and Pd(PPh3)4 (74 mg, 0.06 mmol) were combined in aqueous Na2CO3 (2M, 1.2 mL), ethanol (1.2 mL) and toluene (2.4 mL) and was heated to 80° C. overnight. The reaction mixture was dissolved into EtOAc and washed with brine. The organic la...